Dataset: the Open Reaction Database (ORD), a public repository of structured organic reaction records. Task: describe an organic reaction: reactants, conditions, products, and yield The reactants are CC(C)(C)[Si](Cl)(c1ccccc1)c1ccccc1, CCOCC, Cl, CN(C)C=O, Cc1ccc(CN2C(=O)NC(CCO)C2=O)cc1, c1c[nH]cn1. Product: Cc1ccc(CN2C(=O)NC(CCO[Si](c3ccccc3)(c3ccccc3)C(C)(C)C)C2=O)cc1. Reaction SMILES: [C:24]([CH3:25])([CH3:26])([CH3:27])[Si:28]([c:29]1[cH:30][cH:31][cH:32][cH:33][cH:34]1)([c:35]1[cH:36][cH:37][cH:38][cH:39][cH:40]1)[Cl:41].[CH3:48][CH2:49][O:50][CH2:51][CH3:52].[ClH:42].[O:43]=[CH:44][N:45]([CH3:46])[CH3:47].[OH:1][CH2:2][CH2:3][CH:4]1[C:5](=[O:18])[N:6]([CH2:10][c:11]2[cH:12][cH:13][c:14]([CH3:17])[cH:15][cH:16]2)[C:7](=[O:9])[NH:8]1.[nH:19]1[cH:20][cH:21][n:22][cH:23]1>>[O:1]([CH2:2][CH2:3][CH:4]1[C:5](=[O:18])[N:6]([CH2:10][c:11]2[cH:12][cH:13][c:14]([CH3:17])[cH:15][cH:16]2)[C:7](=[O:9])[NH:8]1)[Si:28]([C:24]([CH3:25])([CH3:26])[CH3:27])([c:29]1[cH:30][cH:31][cH:32][cH:33][cH:34]1)[c:35]1[cH:36][cH:37][cH:38][cH:39][cH:40]1.